From a dataset of the Open Reaction Database (ORD), a public repository of structured organic reaction records. describe an organic reaction: reactants, conditions, products, and yield Reactants: C(C)(C)(C)OC(NC1=C(C=C(C=C1)I)[N+](=O)[O-])=O ((4-Iodo-2-nitro-phenyl)-carbamic acid tert.-butyl ester), C[Si](C)(C)C#C (trimethylsilylacetylene). Product: C(C)(C)(C)OC(NC1=C(C=C(C=C1)C#C[Si](C)(C)C)[N+](=O)[O-])=O ((2-Nitro-4-trimethylsilanylethynyl-phenyl)-carbamic acid tert.-butyl ester). The yield is 107.6%. As a reaction SMILES: [C:1]([O:5][C:6](=[O:18])[NH:7][C:8]1[CH:13]=[CH:12][C:11](I)=[CH:10][C:9]=1[N+:15]([O-:17])=[O:16])([CH3:4])([CH3:3])[CH3:2].[CH3:19][Si:20]([C:23]#[CH:24])([CH3:22])[CH3:21]>>[C:1]([O:5][C:6](=[O:18])[NH:7][C:8]1[CH:13]=[CH:12][C:11]([C:24]#[C:23][Si:20]([CH3:22])([CH3:21])[CH3:19])=[CH:10][C:9]=1[N+:15]([O-:17])=[O:16])([CH3:4])([CH3:3])[CH3:2]. Procedure details: Prepared from (4-iodo-2-nitro-phenyl)-carbamic acid tert.-butyl ester (Example A1) (3.64 g, 10 mmol) and trimethylsilylacetylene (4.2 mL, 30 mmol) according to the general procedure F. Obtained as a green oil (3.6 g). Reactants: COC(CN(C(=O)NC1=C(C=CC=C1)F)C1CCN(CC1)C(=O)OC(C)(C)C)OC (tert-Butyl 4-(1-(2,2-dimethoxyethyl)-3-(2-fluorophenyl)ureido)piperidine-1-carboxylate), CS(=O)(=O)O (methanesulfonic acid), C(=O)(OC(C)(C)C)OC(=O)OC(C)(C)C (di-tert-butyl dicarbonate), C([O-])([O-])=O.[Na+].[Na+] (sodium carbonate). The solvent is O (water), O1CCOCC1 (1,4-Dioxane), C([O-])(O)=O.[Na+] (sodium bicarbonate). Conditions: temperature 100 celsius, time 15 minute. Product: FC1=C(C=CC=C1)N1C(N(C=C1)C1CCN(CC1)C(=O)OC(C)(C)C)=O (tert-butyl 4-(3-(2-fluorophenyl)-2-oxo-2,3-dihydroimidazol-1-yl)piperidine-1-carboxylate). Isolated yield 64.0%. As a reaction SMILES: CO[CH:3](OC)[CH2:4][N:5]([CH:16]1[CH2:21][CH2:20][N:19]([C:22]([O:24][C:25]([CH3:28])([CH3:27])[CH3:26])=[O:23])[CH2:18][CH2:17]1)[C:6]([NH:8][C:9]1[CH:14]=[CH:13][CH:12]=[CH:11][C:10]=1[F:15])=[O:7].CS(O)(=O)=O.C(=O)([O-])[O-].[Na+].[Na+].C(OC(OC(C)(C)C)=O)(OC(C)(C)C)=O>O.C(=O)(O)[O-].[Na+].O1CCOCC1>[F:15][C:10]1[CH:11]=[CH:12][CH:13]=[CH:14][C:9]=1[N:8]1[CH:3]=[CH:4][N:5]([CH:16]2[CH2:17][CH2:18][N:19]([C:22]([O:24][C:25]([CH3:28])([CH3:27])[CH3:26])=[O:23])[CH2:20][CH2:21]2)[C:6]1=[O:7] |f:2.3.4,7.8|. Reported procedure: tert-Butyl 4-(1-(2,2-dimethoxyethyl)-3-(2-fluorophenyl)ureido)piperidine-1-carboxylate (1.39 g, 3267 μmol) was dissolved in a mixture of water (8.0 ml) and methanesulfonic acid (8.0 ml, 123281 μmol). Mixture was heated to 100° C. and held for 15 minutes. Mixture was cooled to room temperature. Reaction was neutralized with sodium carbonate (6.15 g, 58025 μmol). Mixture was diluted with aqueous sodium bicarbonate. 1,4-Dioxane (10 ml) was added to the mixture followed by di-tert-butyl dicarbonate ... Starting materials: COC1=C(C=CC=C1)N1CCN(CC1)CCCNC(=O)C1=CC=CC=2C(C(=C(OC21)C2=CC=C(C=C2)[N+](=O)[O-])C)=O (8-{3-[4-(2-Methoxyphenyl)-1-piperazinyl]propylcarbamoyl}-3-methyl-2-(4-nitrophenyl)-4-oxo-4H-1-benzopyran). The reagents and catalysts are [Ni] (Raney-Nickel). The solvent is C(C)O (ethanol), C(C)(=O)O (acetic acid). Conditions: time 6 hour. The product is NC1=CC=C(C=C1)C=1OC2=C(C(C1C)=O)C=CC=C2C(NCCCN2CCN(CC2)C2=C(C=CC=C2)OC)=O (2-(4-Aminophenyl)-8-{3-[4-(2-methoxyphenyl)-1-piperazinyl]propylcarbamoyl}-3-methyl-4-oxo-4H-1-benzopyran). As a reaction SMILES: [CH3:1][O:2][C:3]1[CH:8]=[CH:7][CH:6]=[CH:5][C:4]=1[N:9]1[CH2:14][CH2:13][N:12]([CH2:15][CH2:16][CH2:17][NH:18][C:19]([C:21]2[C:30]3[O:29][C:28]([C:31]4[CH:36]=[CH:35][C:34]([N+:37]([O-])=O)=[CH:33][CH:32]=4)=[C:27]([CH3:40])[C:26](=[O:41])[C:25]=3[CH:24]=[CH:23][CH:22]=2)=[O:20])[CH2:11][CH2:10]1>C(O)C.C(O)(=O)C.[Ni]>[NH2:37][C:34]1[CH:33]=[CH:32][C:31]([C:28]2[O:29][C:30]3[C:21]([C:19](=[O:20])[NH:18][CH2:17][CH2:16][CH2:15][N:12]4[CH2:13][CH2:14][N:9]([C:4]5[CH:5]=[CH:6][CH:7]=[CH:8][C:3]=5[O:2][CH3:1])[CH2:10][CH2:11]4)=[CH:22][CH:23]=[CH:24][C:25]=3[C:26](=[O:41])[C:27]=2[CH3:40])=[CH:36][CH:35]=1. Reported procedure: 2.22 g of compound of Example 113 and 0.56 g of Raney-Nickel in 96 ml of ethanol and 4.8 ml of acetic acid was hydrogenated in a Parr apparatus (pH2 =1 atm) at room temperature. After 6 hours shaking, the catalyst was filtered off and the filtrate was alkalinized with 3N aqueous sodium hydroxide solution and diluted with water. After standing for 2 days at 0° C., the precipitated title compound was collected by suction, washed with water, desiccated and recrystallized firstly from ethyl acetate ... Starting materials: C(CCC)C1(CCC(CC1)(C=1N(C2=CC=CC=C2C1C)C)C=1N(C2=CC=CC=C2C1C)C)N(C)C (1-butyl-4,4-bis-(1,3-dimethyl-1H-indol-2-yl)-N,N-dimethylcyclohexylamine), Cl[Si](C)(C)C (chlorotrimethyl silane). Run in C1CCCCC1 (cyclohexane). Reaction conditions: temperature 24 celsius, time 30 minute. The product is Cl.C(CCC)C1(CCC(CC1)(C=1N(C2=CC=CC=C2C1C)C)C=1N(C2=CC=CC=C2C1C)C)N(C)C (1-butyl-4,4-bis-(1,3-dimethyl-1H-indol-2-yl)-N,N-dimethylcyclohexylamine hydrochloride). The yield is 95.2%. As a reaction SMILES: [CH2:1]([C:5]1([N:33]([CH3:35])[CH3:34])[CH2:10][CH2:9][C:8]([C:22]2[N:23]([CH3:32])[C:24]3[C:29]([C:30]=2[CH3:31])=[CH:28][CH:27]=[CH:26][CH:25]=3)([C:11]2[N:12]([CH3:21])[C:13]3[C:18]([C:19]=2[CH3:20])=[CH:17][CH:16]=[CH:15][CH:14]=3)[CH2:7][CH2:6]1)[CH2:2][CH2:3][CH3:4].[Cl:36][Si](C)(C)C>C1CCCCC1>[ClH:36].[CH2:1]([C:5]1([N:33]([CH3:35])[CH3:34])[CH2:10][CH2:9][C:8]([C:22]2[N:23]([CH3:32])[C:24]3[C:29]([C:30]=2[CH3:31])=[CH:28][CH:27]=[CH:26][CH:25]=3)([C:11]2[N:12]([CH3:21])[C:13]3[C:18]([C:19]=2[CH3:20])=[CH:17][CH:16]=[CH:15][CH:14]=3)[CH2:7][CH2:6]1)[CH2:2][CH2:3][CH3:4] |f:3.4|. Procedure details: 1-butyl-4,4-bis-(1,3-dimethyl-1H-indol-2-yl)-N,N-dimethylcyclohexylamine (39 mg, 0.083 mmol) was dissolved in cyclohexane (10 ml). The solution was mixed with chlorotrimethyl silane (20 μl, 0.156 mmol) at 24° C. The clear reaction mixture immediately became cloudy. The mixture was stirred for 30 min at 24° C. The white precipitate was aspirated. The solid was washed with cyclohexane (3×0.5 ml) and then dried. The hydrochloride (40 mg, 95%, melting point 153-157° C.) was obtained as a white solid... Reactants: BrCCC1CCOC2=C1C=CC=C2 (4-(2-bromoethyl)-3,4-dihydro-2H-benzopyran), C(C(=O)O)(=O)O (oxalic acid), [I-].[K+] (potassium iodide), Cl.C1(=CC=CC=C1)N(C(C1=CC=C(C=C1)F)=O)C1CCNCC1 (N-phenyl-N(4-piperidyl)-4-fluorobenzamide hydrochloride), C([O-])([O-])=O.[K+].[K+] (potassium carbonate). Run in CC(=O)C (acetone), CC(=O)C (acetone), CC(CC)=O (2-butanone). Product: O1CCC(C2=C1C=CC=C2)CCN2CCC(CC2)N(C(C2=CC=C(C=C2)F)=O)C2=CC=CC=C2 (N-{1-[2-(3,4-Dihydro-2H-1-benzopyran-4-yl)ethyl]-4-piperidyl}-N-phenyl-4-fluorobenzamide). Yield: 89.2%. RXN SMILES: Br[CH2:2][CH2:3][CH:4]1[C:9]2[CH:10]=[CH:11][CH:12]=[CH:13][C:8]=2[O:7][CH2:6][CH2:5]1.Cl.[C:15]1([N:21]([CH:31]2[CH2:36][CH2:35][NH:34][CH2:33][CH2:32]2)[C:22](=[O:30])[C:23]2[CH:28]=[CH:27][C:26]([F:29])=[CH:25][CH:24]=2)[CH:20]=[CH:19][CH:18]=[CH:17][CH:16]=1.C(=O)([O-])[O-].[K+].[K+].[I-].[K+].C(O)(=O)C(O)=O>CC(=O)CC.CC(C)=O>[O:7]1[C:8]2[CH:13]=[CH:12][CH:11]=[CH:10][C:9]=2[CH:4]([CH2:3][CH2:2][N:34]2[CH2:35][CH2:36][CH:31]([N:21]([C:15]3[CH:20]=[CH:19][CH:18]=[CH:17][CH:16]=3)[C:22](=[O:30])[C:23]3[CH:28]=[CH:27][C:26]([F:29])=[CH:25][CH:24]=3)[CH2:32][CH2:33]2)[CH2:5][CH2:6]1 |f:1.2,3.4.5,6.7|. Procedure: The procedure is as in Example 4, but starting with 4-(2-bromoethyl)-3,4-dihydro-2H-benzopyran (1.6 g), N-phenyl-N(4-piperidyl)-4-fluorobenzamide hydrochloride (2.21 g), dry potassium carbonate (1.8 g) and potassium iodide (0.8 g) in 2-butanone (50 cc). The oil obtained is taken up in the minimum amount of acetone and oxalic acid (0.6 g), dissolved in acetone, is added. The white precipitate formed is filtered off on sintered glass and then recrystallized in ethanol (50 cc). N-{1-[2-(3,4-Dihydro... Reaction SMILES: [CH2:1]1[CH2:2][CH2:3][NH:4][CH2:5][CH2:6]1.[CH3:19][C:20](=[O:21])[OH:22].[CH3:7][c:8]1[nH:9][c:10](=[O:18])[c:11]2[cH:12][cH:13][cH:14][cH:15][c:16]2[cH:17]1>>[CH2:1]1[CH2:2][CH2:3][N:4]([CH2:19][c:17]2[c:8]([CH3:7])[nH:9][c:10](=[O:18])[c:11]3[cH:12][cH:13][cH:14][cH:15][c:16]32)[CH2:5][CH2:6]1. Reactants: C1CCNCC1, CC(=O)O, Cc1cc2ccccc2c(=O)[nH]1. The product is Cc1[nH]c(=O)c2ccccc2c1CN1CCCCC1. Reactants: [OH-].[Na+] (Sodium hydroxide), Cl (hydrogen chloride), C(C)(C)(C)C1=CC=C(C=C1)[C@@H]1N(CC[C@H](C1)C(CC(=O)OCC)=O)C(=O)OC (Trans-methyl 2-(4-tert-butylphenyl)-4-(3-ethoxy-3-oxopropanoyl)piperidine-1-carboxylate), NO (hydroxylamine). The solvent is O (water), CO (MeOH). Conditions: temperature -40 celsius, time 20 minute. Yields the product C(C)(C)(C)C1=CC=C(C=C1)[C@@H]1N(CC[C@H](C1)C1=CC(NO1)=O)C(=O)OC (trans-methyl 2-(4-tert-butylphenyl)-4-(3-oxo-2,3-dihydroisoxazol-5-yl)piperidine-1-carboxylate). The yield is 90.7%. As a reaction SMILES: [C:1]([C:5]1[CH:10]=[CH:9][C:8]([C@H:11]2[CH2:16][C@H:15]([C:17](=[O:24])[CH2:18][C:19](OCC)=[O:20])[CH2:14][CH2:13][N:12]2[C:25]([O:27][CH3:28])=[O:26])=[CH:7][CH:6]=1)([CH3:4])([CH3:3])[CH3:2].[OH-].[Na+].[NH2:31]O.Cl>CO.O>[C:1]([C:5]1[CH:10]=[CH:9][C:8]([C@H:11]2[CH2:16][C@H:15]([C:17]3[O:24][NH:31][C:19](=[O:20])[CH:18]=3)[CH2:14][CH2:13][N:12]2[C:25]([O:27][CH3:28])=[O:26])=[CH:7][CH:6]=1)([CH3:4])([CH3:3])[CH3:2] |f:1.2|. Procedure: Trans-methyl 2-(4-tert-butylphenyl)-4-(3-ethoxy-3-oxopropanoyl)piperidine-1-carboxylate (1.09 g, 2.80 mmol) was dissolved in MeOH (10 mL) and cooled to −40° C. Sodium hydroxide (0.112 g, 2.80 mmol) dissolved in water (1.2 mL) was added over 1 min and the resulting solution was stirred at −40° C. for 20 min. Then, hydroxylamine (50% in water, 0.178 mL, 2.91 mmol) was added over 1 min and stirring continued at −40° C. for 3 h. The reaction mixture was then transferred into a prewarmed (80° C.) sol... Reactants: [Br-], [Li]CCCC, C1CCOC1, C[P+](c1ccccc1)(c1ccccc1)c1ccccc1, CCCCCC, O=Cc1ccc(C(F)(F)F)nc1N1CCCC1. The product is C=Cc1ccc(C(F)(F)F)nc1N1CCCC1. RXN SMILES: [Br-:29].[CH2:1]([Li:2])[CH2:3][CH2:4][CH3:5].[CH2:50]1[O:51][CH2:52][CH2:53][CH2:54]1.[CH3:30][P+:31]([c:32]1[cH:33][cH:34][cH:35][cH:36][cH:37]1)([c:38]1[cH:39][cH:40][cH:41][cH:42][cH:43]1)[c:44]1[cH:45][cH:46][cH:47][cH:48][cH:49]1.[CH3:6][CH2:7][CH2:8][CH2:9][CH2:10][CH3:11].[N:12]1([c:17]2[c:18]([CH:19]=[O:20])[cH:21][cH:22][c:23]([C:25]([F:26])([F:27])[F:28])[n:24]2)[CH2:13][CH2:14][CH2:15][CH2:16]1>>[CH2:1]=[CH:19][c:18]1[c:17]([N:12]2[CH2:13][CH2:14][CH2:15][CH2:16]2)[n:24][c:23]([C:25]([F:26])([F:27])[F:28])[cH:22][cH:21]1. Reactants: FC(C=1C=C(CN(C(=O)C=2C(=NC3=CC=CC=C3C2C2=CC=CC=C2)Cl)C)C=C(C1)C(F)(F)F)(F)F (N-[3,5-Bis(trifluoromethyl)benzyl]-2-chloro-N-methyl-4-phenyl-3-quinolinecarboxamide), CO (methanol), C(CS(=O)(=O)[O-])S.[Na+] (MeSNa). Solvent: C1CCOC1 (THF), O (water). Reaction conditions: time 8 hour. Product: FC(C=1C=C(CN(C(=O)C=2C(=NC3=CC=CC=C3C2C2=CC=CC=C2)SC)C)C=C(C1)C(F)(F)F)(F)F (N-[3,5-Bis(trifluoromethyl)benzyl]-N-methyl-2-methylthio-4-phenyl-3-quinolinecarboxamide). Reaction SMILES: [F:1][C:2]([F:36])([F:35])[C:3]1[CH:4]=[C:5]([CH:28]=[C:29]([C:31]([F:34])([F:33])[F:32])[CH:30]=1)[CH2:6][N:7]([CH3:27])[C:8]([C:10]1[C:11](Cl)=[N:12][C:13]2[C:18]([C:19]=1[C:20]1[CH:25]=[CH:24][CH:23]=[CH:22][CH:21]=1)=[CH:17][CH:16]=[CH:15][CH:14]=2)=[O:9].CO.C(S)[CH2:40][S:41]([O-])(=O)=O.[Na+]>C1COCC1.O>[F:1][C:2]([F:36])([F:35])[C:3]1[CH:4]=[C:5]([CH:28]=[C:29]([C:31]([F:34])([F:33])[F:32])[CH:30]=1)[CH2:6][N:7]([CH3:27])[C:8]([C:10]1[C:11]([S:41][CH3:40])=[N:12][C:13]2[C:18]([C:19]=1[C:20]1[CH:25]=[CH:24][CH:23]=[CH:22][CH:21]=1)=[CH:17][CH:16]=[CH:15][CH:14]=2)=[O:9] |f:2.3|. Reported procedure: To a solution of the compound obtained in Example 269 (100 mg) in THF (6 ml)-methanol (2 ml) was added 15% MeSNa in water (4 ml), and the mixture was stirred for 8 hours with heating under reflux. The solvent was evaporated and the residue was dissolved in ethyl acetate. The solution was washed with water, dried and evaporated to yield the title compound as colorless crystals (55 mg). Starting materials: O=C([O-])[O-], CCOC(C)=O, CO, [K+], [K+], CC(OC(=O)c1ccc([N+](=O)[O-])cc1)C(NC(=O)OC(C)(C)C)c1cc(F)c(F)c(F)c1. Product: CC(O)C(NC(=O)OC(C)(C)C)c1cc(F)c(F)c(F)c1. Reaction SMILES: [C:1](=[O:2])([O-:3])[O-:4].[CH3:39][CH2:40][O:41][C:42](=[O:43])[CH3:44].[CH3:45][OH:46].[K+:5].[K+:6].[N+:7]([c:8]1[cH:9][cH:10][c:11]([C:12](=[O:13])[O:16][CH:17]([CH:18]([c:19]2[cH:20][c:21]([F:27])[c:22]([F:26])[c:23]([F:25])[cH:24]2)[NH:28][C:29](=[O:30])[O:31][C:32]([CH3:33])([CH3:34])[CH3:35])[CH3:36])[cH:14][cH:15]1)([O-:37])=[O:38]>>[OH:16][CH:17]([CH:18]([c:19]1[cH:20][c:21]([F:27])[c:22]([F:26])[c:23]([F:25])[cH:24]1)[NH:28][C:29](=[O:30])[O:31][C:32]([CH3:33])([CH3:34])[CH3:35])[CH3:36].